Dataset: the Open Reaction Database (ORD), a public repository of structured organic reaction records. Task: describe an organic reaction: reactants, conditions, products, and yield The reactants are C=O (formaldehyde), COC[C@H]1CN(CCN1)C(=O)OC(C)(C)C (tert-butyl (3R)-3-(methoxymethyl)piperazine-1-carboxylate). Reagents/catalysts: [Pd] (palladium). Run in CO (methanol). Conditions: time 4 hour. The product is COC[C@H]1CN(CCN1C)C(=O)OC(C)(C)C (tert-butyl (3R)-3-(methoxymethyl)-4-methylpiperazine-1-carboxylate). The yield is 105.7%. As a reaction SMILES: [CH3:1][O:2][CH2:3][C@@H:4]1[NH:9][CH2:8][CH2:7][N:6]([C:10]([O:12][C:13]([CH3:16])([CH3:15])[CH3:14])=[O:11])[CH2:5]1.[CH2:17]=O>[Pd].CO>[CH3:1][O:2][CH2:3][C@@H:4]1[N:9]([CH3:17])[CH2:8][CH2:7][N:6]([C:10]([O:12][C:13]([CH3:16])([CH3:15])[CH3:14])=[O:11])[CH2:5]1. Procedure: To a mixture of tert-butyl (3R)-3-(methoxymethyl)piperazine-1-carboxylate (206 mg), methanol (3.09 mL), and a 36% aqueous formaldehyde solution (187 mg) was added 10% palladium-supported carbon (50% wet product) (76 mg), followed by stirring at room temperature for 4 hours under a hydrogen gas atmosphere (1 atm). The reactant was filtered through celite and then the solvent was evaporated under reduced pressure to obtain tert-butyl (3R)-3-(methoxymethyl)-4-methylpiperazine-1-carboxylate (231 mg)... The reactants are COc1ccc2c(c1)Sc1c(cc(OC)c(OC(C)=O)c1Br)N2C(C)=O, CO, Cl, [Na+], [OH-]. As a reaction SMILES: [C:1]([CH3:2])(=[O:3])[N:4]1[c:5]2[cH:6][cH:7][c:8]([O:25][CH3:26])[cH:9][c:10]2[S:11][c:12]2[c:13]([Br:24])[c:14]([O:20][C:21](=[O:22])[CH3:23])[c:15]([O:18][CH3:19])[cH:16][c:17]21.[CH3:28][OH:29].[ClH:27].[Na+:31].[OH-:30]>>[C:1]([CH3:2])(=[O:3])[N:4]1[c:5]2[cH:6][cH:7][c:8]([O:25][CH3:26])[cH:9][c:10]2[S:11][c:12]2[c:13]([Br:24])[c:14]([OH:20])[c:15]([O:18][CH3:19])[cH:16][c:17]21. The product is COc1ccc2c(c1)Sc1c(cc(OC)c(O)c1Br)N2C(C)=O. Reactants: CC1(C)CC(=O)c2cc(Br)c(O)cc2O1, O=C([O-])[O-], CC(C)=O, CC(C)I, [K+], [K+]. The product is CC(C)Oc1cc2c(cc1Br)C(=O)CC(C)(C)O2. RXN SMILES: [Br:1][c:2]1[cH:3][c:4]2[c:9]([cH:10][c:11]1[OH:12])[O:8][C:7]([CH3:13])([CH3:14])[CH2:6][C:5]2=[O:15].[C:16](=[O:17])([O-:18])[O-:19].[CH3:26][C:27](=[O:28])[CH3:29].[I:22][CH:23]([CH3:24])[CH3:25].[K+:20].[K+:21]>>[Br:1][c:2]1[cH:3][c:4]2[c:9]([cH:10][c:11]1[O:12][CH:23]([CH3:24])[CH3:25])[O:8][C:7]([CH3:13])([CH3:14])[CH2:6][C:5]2=[O:15]. Starting materials: CC(C)(C)N, C=CCNc1nc(Cl)nc2ccc([N+](=O)[O-])cc12, O. Product: C=CCNc1nc(NC(C)(C)C)nc2ccc([N+](=O)[O-])cc12. Reaction SMILES: [C:19]([CH3:20])([CH3:21])([CH3:22])[NH2:23].[CH2:1]([CH:2]=[CH2:3])[NH:4][c:5]1[n:6][c:7]([Cl:18])[n:8][c:9]2[cH:10][cH:11][c:12]([N+:15](=[O:16])[O-:17])[cH:13][c:14]12.[OH2:24]>>[CH2:1]([CH:2]=[CH2:3])[NH:4][c:5]1[n:6][c:7]([NH:23][C:19]([CH3:20])([CH3:21])[CH3:22])[n:8][c:9]2[cH:10][cH:11][c:12]([N+:15](=[O:16])[O-:17])[cH:13][c:14]12.